This data is from the Open Reaction Database (ORD), a public repository of structured organic reaction records. The task is: describe an organic reaction: reactants, conditions, products, and yield Starting materials: CC=1C=CC(=CC1)S(=O)(=O)NCl (Chloramine T), CC1(OB(OC1(C)C)C1=CC2=C(C=C1)C1C(CN(CC1)C(=O)OC(C)(C)C)O2)C (Tert-butyl 7-(4,4,5,5-Tetramethyl-[1,3,2]dioxaborolan-2-yl)-3,4,4a,9a-tetrahydro[1]benzofuro[2,3-c]pyridine-2(1H)-carboxylate), CC=1C=CC(=CC1)S(=O)(=O)NCl (chloramine T), [I-].[Na+] (sodium iodide), [I-].[Na+] (sodium iodide). Solvent: O (H2O), C1CCOC1 (THF), O (H2O). Conditions: time 20 hour. Yields the product IC1=CC2=C(C=C1)C1C(CN(CC1)C(=O)OC(C)(C)C)O2 (Tert-butyl 7-iodo-3,4,4a,9a-tetrahydro[1]benzofuro[2,3-c]pyridine-2(1H)-carboxylate). As a reaction SMILES: CC1(C)C(C)(C)OB([C:9]2[CH:14]=[CH:13][C:12]3[CH:15]4[CH2:20][CH2:19][N:18]([C:21]([O:23][C:24]([CH3:27])([CH3:26])[CH3:25])=[O:22])[CH2:17][CH:16]4[O:28][C:11]=3[CH:10]=2)O1.CC1C=CC(S(NCl)(=O)=O)=CC=1.[I-:42].[Na+]>C1COCC1.O>[I:42][C:9]1[CH:14]=[CH:13][C:12]2[CH:15]3[CH2:20][CH2:19][N:18]([C:21]([O:23][C:24]([CH3:27])([CH3:26])[CH3:25])=[O:22])[CH2:17][CH:16]3[O:28][C:11]=2[CH:10]=1 |f:2.3|. Reported procedure: Tert-butyl 7-(4,4,5,5-Tetramethyl-[1,3,2]dioxaborolan-2-yl)-3,4,4a,9a-tetrahydro[1]benzofuro[2,3-c]pyridine-2(1H)-carboxylate (20 g, 0.05 mol) was dissolved in THF (0.4 L) and a solution of Chloramine T (28.1 g, 0.1 mol) in H2O (0.2 L) was added, followed by a solution of sodium iodide (15 g, 0.1 mol) in H2O (0.2 L) over 20 min. After 20 h stirring, of chloramine T (2.8 g, 0.01 mol) and sodium iodide (1.5 g, 0.01 mol) were added. The reaction mixture was stirred for 20 h, the solvent was evapora... Starting materials: CON=C1CCc2cc(C=O)ccc21, CSc1ncc(C(C)=O)cn1. The product is CON=C1CCc2cc(C=CC(=O)c3cnc(SC)nc3)ccc21. Reaction SMILES: [CH3:12][O:13][N:14]=[C:15]1[CH2:16][CH2:17][c:18]2[cH:19][c:20]([CH:24]=[O:25])[cH:21][cH:22][c:23]21.[CH3:1][S:2][c:3]1[n:4][cH:5][c:6]([C:9]([CH3:10])=[O:11])[cH:7][n:8]1>>[CH3:1][S:2][c:3]1[n:4][cH:5][c:6]([C:9]([CH:10]=[CH:24][c:20]2[cH:19][c:18]3[c:23]([cH:22][cH:21]2)[C:15](=[N:14][O:13][CH3:12])[CH2:16][CH2:17]3)=[O:11])[cH:7][n:8]1. The reactants are aqueous solution, Cl (hydrochloric acid), FC(C(C(F)(F)F)(OCOC)C1=CC(=C(C=C1)N1CCN(CC1)CCO)CCC)(F)F (2-(4-{4-[1,1,1,3,3,3-Hexafluoro-2-(methoxymethoxy)propan-2-yl]-2-propylphenyl}piperazin-1-yl)ethanol), CC1(C(NC(N1)=O)=O)C1=CC=C(C=C1)OC(C)C (5-methyl-5-(4-(1-methylethoxy)phenyl)imidazolidine-2,4-dione), C1(=CC=CC=C1)P(C1=CC=CC=C1)C1=CC=CC=C1 (triphenylphosphine), CCOC(=O)/N=N/C(=O)OCC (DEAD). Run in O (water), CN(C=O)C (N,N-dimethylformamide). Reaction conditions: time 1 hour. Product: FC(C(C(F)(F)F)(OCOC)C1=CC(=C(C=C1)N1CCN(CC1)CCN1C(NC(C1(C)C1=CC=C(C=C1)OC(C)C)=O)=O)CCC)(F)F ((2-(4-{4-[1,1,1,3,3,3-hexafluoro-2-(methoxymethoxy)propan-2-yl]-2-propylphenyl}piperazin-1-yl)ethyl]-5-[4-(1-methylethoxy)phenyl]-5-methylimidazolidine-2,4-dione). Yield: 26.5%. As a reaction SMILES: [F:1][C:2]([F:31])([F:30])[C:3]([C:12]1[CH:17]=[CH:16][C:15]([N:18]2[CH2:23][CH2:22][N:21]([CH2:24][CH2:25]O)[CH2:20][CH2:19]2)=[C:14]([CH2:27][CH2:28][CH3:29])[CH:13]=1)([O:8][CH2:9][O:10][CH3:11])[C:4]([F:7])([F:6])[F:5].[CH3:32][C:33]1([C:40]2[CH:45]=[CH:44][C:43]([O:46][CH:47]([CH3:49])[CH3:48])=[CH:42][CH:41]=2)[NH:37][C:36](=[O:38])[NH:35][C:34]1=[O:39].C1(P(C2C=CC=CC=2)C2C=CC=CC=2)C=CC=CC=1.CCOC(/N=N/C(OCC)=O)=O.Cl>CN(C)C=O.O>[F:30][C:2]([F:1])([F:31])[C:3]([C:12]1[CH:17]=[CH:16][C:15]([N:18]2[CH2:23][CH2:22][N:21]([CH2:24][CH2:25][N:37]3[C:33]([C:40]4[CH:45]=[CH:44][C:43]([O:46][CH:47]([CH3:49])[CH3:48])=[CH:42][CH:41]=4)([CH3:32])[C:34](=[O:39])[NH:35][C:36]3=[O:38])[CH2:20][CH2:19]2)=[C:14]([CH2:27][CH2:28][CH3:29])[CH:13]=1)([O:8][CH2:9][O:10][CH3:11])[C:4]([F:7])([F:6])[F:5]. Procedure: 2-(4-{4-[1,1,1,3,3,3-Hexafluoro-2-(methoxymethoxy)propan-2-yl]-2-propylphenyl}piperazin-1-yl)ethanol (7.8 mg, 0.0170 mmol), 5-methyl-5-(4-(1-methylethoxy)phenyl)imidazolidine-2,4-dione (A11)(15.6 mg, 0.0631 mmol) and triphenylphosphine (15.8 mg, 0.0601 mmol) were dried with a vacuum pump, dissolved in N,N-dimethylformamide (284 μL), added DEAD (23 μL, 0.0167 mmol) under ice-cold conditions, and the mixture was stirred at room temperature for 1 hour. Under ice-cold conditions, the reaction soluti... The reactants are C(C)(C)(C)C1=NN(C(=C1C#N)C1=NC2=C(C(=NC(=C2)C2=C(C=CC=C2)C(F)(F)F)Cl)N1)C (3-tert-Butyl-5-[4-chloro-6-(2-trifluoromethyl-phenyl)-3H-imidazo[4,5-c]pyridin-2-yl]-1-methyl-1H-pyrazole-4-carbonitrile), Cl (HCl), CCOCC (Et2O). Run in CCOC(=O)C (EtOAc). Product: Cl.C(C)(C)(C)C1=NN(C(=C1C#N)C1=NC2=C(C(=NC(=C2)C2=C(C=CC=C2)C(F)(F)F)Cl)N1)C (3-tert-butyl-5-[4-chloro-6-(2-trifluoromethyl-phenyl)-3H-imidazo[4,5-c]pyridin-2-yl]-methyl-1H-pyrazole-4-carbonitrile hydrochloride). Reaction SMILES: [C:1]([C:5]1[C:9]([C:10]#[N:11])=[C:8]([C:12]2[NH:31][C:15]3[C:16]([Cl:30])=[N:17][C:18]([C:20]4[CH:25]=[CH:24][CH:23]=[CH:22][C:21]=4[C:26]([F:29])([F:28])[F:27])=[CH:19][C:14]=3[N:13]=2)[N:7]([CH3:32])[N:6]=1)([CH3:4])([CH3:3])[CH3:2].Cl.CCOCC>CCOC(C)=O>[ClH:30].[C:1]([C:5]1[C:9]([C:10]#[N:11])=[C:8]([C:12]2[NH:31][C:15]3[C:16]([Cl:30])=[N:17][C:18]([C:20]4[CH:25]=[CH:24][CH:23]=[CH:22][C:21]=4[C:26]([F:28])([F:29])[F:27])=[CH:19][C:14]=3[N:13]=2)[N:7]([CH3:32])[N:6]=1)([CH3:4])([CH3:2])[CH3:3] |f:4.5|. Reported procedure: A solution of 3-tert-Butyl-5-[4-chloro-6-(2-trifluoromethyl-phenyl)-3H-imidazo[4,5-c]pyridin-2-yl]-1-methyl-1H-pyrazole-4-carbonitrile (111 mg, 0.241 mmol, prepared as in the previous step) in EtOAc (1 mL) was treated with 1 M HCl in Et2O solution (0.241 mL, 0.241 mmol). The resulting mixture was thoroughly mixed and the solvent was removed under reduced pressure to yield 3-tert-butyl-5-[4-chloro-6-(2-trifluoromethyl-phenyl)-3H-imidazo[4,5-c]pyridin-2-yl]-methyl-1H-pyrazole-4-carbonitrile hydroc... Starting materials: C(C)(=O)OCC (ethyl acetate), C(C)(C)(C)OC(=O)NCCCS(=O)(=O)N (3-(N-tert-butoxycarbonylamino)propanesulfonamide), Cl.C(C)N=C=NCCCN(C)C (1-ethyl-3-(3-dimethylaminopropyl)carbodiimide hydrochloride), C(C)(C)C=1N=C(SC1)CCC1=CC=2N(C(C(=C(N2)N2CCOCC2)/C=C/C(=O)O)=O)C=C1 ((E)-3-{8-[2-(4-Isopropyl-1,3-thiazol-2-yl)ethyl]-2-morpholino-4-oxo-4H-pyrido -[1,2-a]pyrimidin-3-yl}-2-propenoic acid). The solvent is CCCCCC (hexane), CN(C=O)C (dimethylformamide). Run at time 24 hour. Product: C(C)(C)C=1N=C(SC1)CCC1=CC=2N(C(C(=C(N2)N2CCOCC2)/C=C/C(=O)NS(=O)(=O)CCCNC(=O)OC(C)(C)C)=O)C=C1 (N-((E)-3-{8-[2-(4-Isopropyl-1,3-thiazol-2-yl)ethyl]-2-morpholino-4-oxo-4H-pyrido-[1,2-a]pyrimidin-3-yl}-2-propenoyl)-3-(tert-butoxycarbonylamino)-1-propane-sulfonamide). Isolated yield 40.7%. As a reaction SMILES: [CH:1]([C:4]1[N:5]=[C:6]([CH2:9][CH2:10][C:11]2[CH:32]=[CH:31][N:14]3[C:15](=[O:30])[C:16](/[CH:25]=[CH:26]/[C:27](O)=[O:28])=[C:17]([N:19]4[CH2:24][CH2:23][O:22][CH2:21][CH2:20]4)[N:18]=[C:13]3[CH:12]=2)[S:7][CH:8]=1)([CH3:3])[CH3:2].[C:33]([O:37][C:38]([NH:40][CH2:41][CH2:42][CH2:43][S:44]([NH2:47])(=[O:46])=[O:45])=[O:39])([CH3:36])([CH3:35])[CH3:34].Cl.C(N=C=NCCCN(C)C)C.C(OCC)(=O)C>CN(C)C=O.CCCCCC>[CH:1]([C:4]1[N:5]=[C:6]([CH2:9][CH2:10][C:11]2[CH:32]=[CH:31][N:14]3[C:15](=[O:30])[C:16](/[CH:25]=[CH:26]/[C:27]([NH:47][S:44]([CH2:43][CH2:42][CH2:41][NH:40][C:38]([O:37][C:33]([CH3:36])([CH3:35])[CH3:34])=[O:39])(=[O:45])=[O:46])=[O:28])=[C:17]([N:19]4[CH2:20][CH2:21][O:22][CH2:23][CH2:24]4)[N:18]=[C:13]3[CH:12]=2)[S:7][CH:8]=1)([CH3:3])[CH3:2] |f:2.3|. Procedure details: (E)-3-{8-[2-(4-Isopropyl-1,3-thiazol-2-yl)ethyl]-2-morpholino-4-oxo-4H-pyrido -[1,2-a]pyrimidin-3-yl}-2-propenoic acid (53 mg) was dissolved in dimethylformamide (2 ml), added with 3-(N-tert-butoxycarbonylamino)propanesulfonamide (55 mg) and 1-ethyl-3-(3-dimethylaminopropyl)carbodiimide hydrochloride (67 mg), and the mixture was stirred at room temperature for 24 hours. The reaction solution was added with ethyl acetate and hexane, washed with 0.2 M hydrochloric acid, and dried over sodium sulfa... Reactants: O=C([O-])[O-], CN(C)C=O, [K+], [K+], O=c1[nH]ccc2cc(OC3CCNCC3)ccc12, BrCCOc1ccccc1. Product: O=c1[nH]ccc2cc(OC3CCN(CCOc4ccccc4)CC3)ccc12. RXN SMILES: [C:29](=[O:30])([O-:31])[O-:32].[CH3:35][N:36]([CH3:37])[CH:38]=[O:39].[K+:33].[K+:34].[NH:11]1[CH2:12][CH2:13][CH:14]([O:17][c:18]2[cH:19][c:20]3[cH:21][cH:22][nH:23][c:24](=[O:28])[c:25]3[cH:26][cH:27]2)[CH2:15][CH2:16]1.[O:1]([c:2]1[cH:3][cH:4][cH:5][cH:6][cH:7]1)[CH2:8][CH2:9][Br:10]>>[O:1]([c:2]1[cH:3][cH:4][cH:5][cH:6][cH:7]1)[CH2:8][CH2:9][N:11]1[CH2:12][CH2:13][CH:14]([O:17][c:18]2[cH:19][c:20]3[cH:21][cH:22][nH:23][c:24](=[O:28])[c:25]3[cH:26][cH:27]2)[CH2:15][CH2:16]1. The reactants are CS(=O)(=O)O (methanesulfonic acid), Cl (hydrochloric acid), ClC[C@H](CC#N)O[Si](C)(C)C ((S)-4-chloro-3-trimethylsilanyloxybutyronitrile), C(C)(C)(C)OC(CBr)=O (t-butylbromoacetate). Reagents/catalysts: [Zn] (Zinc). Run in O1CCCC1 (tetrahydrofuran), O1CCCC1 (tetrahydrofuran). Reaction conditions: temperature 0 celsius. Product: C(C)(C)(C)OC(CC(C[C@@H](CCl)O)=O)=O ((S)-6-chloro-5-hydroxy-3-oxo-hexanoic acid t-butylester). Yield: 87.0%. Reaction SMILES: CS(O)(=O)=[O:3].[Cl:6][CH2:7][C@@H:8]([O:12][Si](C)(C)C)[CH2:9][C:10]#N.[C:17]([O:21][C:22](=[O:25])[CH2:23]Br)([CH3:20])([CH3:19])[CH3:18].Cl>[Zn].O1CCCC1>[C:17]([O:21][C:22](=[O:25])[CH2:23][C:10](=[O:3])[CH2:9][C@H:8]([OH:12])[CH2:7][Cl:6])([CH3:20])([CH3:19])[CH3:18]. Procedure: Zinc dust (690 mg), tetrahydrofuran (4.0 mL), and methanesulfonic acid (10 mg) were introduced into a reaction vessel and the mixture was stirred under reflux. To the mixture was added (S)-4-chloro-3-trimethylsilanyloxybutyronitrile (1.00 g) and subsequently t-butylbromoacetate (2.04 g) over 1 hour. The mixture was stirred under reflux for 30 minutes, and cooled to 0° C. Aqueous 3 N hydrochloric acid solution was added dropwise until the acidity of the reaction solution became pH 4, and the reac...